Dataset: the Open Reaction Database (ORD), a public repository of structured organic reaction records. Task: describe an organic reaction: reactants, conditions, products, and yield Starting materials: O=CN1CCNCC1, Clc1ccccc1. The product is O=CN1CCNCC1, Cl. As a reaction SMILES: [CH:1](=[O:2])[N:3]1[CH2:4][CH2:5][NH:6][CH2:7][CH2:8]1.[Cl:9][c:10]1[cH:11][cH:12][cH:13][cH:14][cH:15]1>>[CH:1](=[O:2])[N:3]1[CH2:4][CH2:5][NH:6][CH2:7][CH2:8]1.[ClH:9]. The reactants are N1(CCNCC1)C=1C=CC=2N(N1)C(=NN2)C(F)(F)F (6-(piperazin-1-yl)-3-(trifluoromethyl)-[1,2,4]triazolo[4,3-b]pyridazine), C(CCC)OC1=CC=C(C=O)C=C1 (4-butoxybenzaldehyde). The product is C(CCC)OC1=CC=C(C=C1)CN1CCN(CC1)C=1C=CC=2N(N1)C(=NN2)C(F)(F)F (6-[4-[(4-butoxyphenyl)methyl]piperazin-1-yl]-3-(trifluoromethyl)-[1,2,4]triazolo[4,3-b]pyridazine). As a reaction SMILES: [N:1]1([C:7]2[CH:8]=[CH:9][C:10]3[N:11]([C:13]([C:16]([F:19])([F:18])[F:17])=[N:14][N:15]=3)[N:12]=2)[CH2:6][CH2:5][NH:4][CH2:3][CH2:2]1.[CH2:20]([O:24][C:25]1[CH:32]=[CH:31][C:28]([CH:29]=O)=[CH:27][CH:26]=1)[CH2:21][CH2:22][CH3:23]>>[CH2:20]([O:24][C:25]1[CH:26]=[CH:27][C:28]([CH2:29][N:4]2[CH2:3][CH2:2][N:1]([C:7]3[CH:8]=[CH:9][C:10]4[N:11]([C:13]([C:16]([F:17])([F:18])[F:19])=[N:14][N:15]=4)[N:12]=3)[CH2:6][CH2:5]2)=[CH:31][CH:32]=1)[CH2:21][CH2:22][CH3:23]. Procedure: Reductive amination of 6-(piperazin-1-yl)-3-(trifluoromethyl)-[1,2,4]triazolo[4,3-b]pyridazine with 4-butoxybenzaldehyde was carried out according to General Synthetic Method 7. The crude product was purified by hplc using a Waters XBridge Prep C18 OBD column, 5μ silica, 30 mm diameter, 100 mm length eluted with decreasingly polar mixtures of water (containing 0.1% aqueous ammonia) and acetonitrile as eluents to give 6-[4-[(4-butoxyphenyl)methyl]piperazin-1-yl]-3-(trifluoromethyl)-[1,2,4]triazol...